This data is from the Open Reaction Database (ORD), a public repository of structured organic reaction records. The task is: describe an organic reaction: reactants, conditions, products, and yield Reactants: C=CC#N, C[N+](C)(C)Cc1ccccc1, Cc1ccc2[nH]c3ccccc3c2c1, [OH-], c1ccccc1. Product: Cc1ccc2c(c1)c1ccccc1n2CCC#N. RXN SMILES: [CH2:15]=[CH:16][C:17]#[N:18].[CH2:20]([N+:21]([CH3:22])([CH3:23])[CH3:24])[c:25]1[cH:26][cH:27][cH:28][cH:29][cH:30]1.[CH3:1][c:2]1[cH:3][c:4]2[c:5]3[cH:6][cH:7][cH:8][cH:9][c:10]3[nH:11][c:12]2[cH:13][cH:14]1.[OH-:19].[cH:31]1[cH:32][cH:33][cH:34][cH:35][cH:36]1>>[CH3:1][c:2]1[cH:3][c:4]2[c:5]3[cH:6][cH:7][cH:8][cH:9][c:10]3[n:11]([CH2:15][CH2:16][C:17]#[N:18])[c:12]2[cH:13][cH:14]1. The reactants are O=C(O)C12CCC(CC1Br)C2, CC(=O)O, [Zn]. Product: O=C(O)C12CCC(CC1)C2. RXN SMILES: [Br:1][CH:2]1[C:3]2([C:9](=[O:10])[OH:11])[CH2:4][CH2:5][CH:6]([CH2:7]1)[CH2:8]2.[CH3:13][C:14](=[O:15])[OH:16].[Zn:12]>>[CH2:2]1[C:3]2([C:9](=[O:10])[OH:11])[CH2:4][CH2:5][CH:6]([CH2:7]1)[CH2:8]2. Starting materials: FC1=CC=CC(=N1)C(=O)O (6-fluoro-2-pyridinecarboxylic acid), C(=O)(N1C=NC=C1)N1C=NC=C1 (1,1′-carbonylbis-1H-imidazole), Cl (Hydrochloric acid), [Mg+].C(CC(=O)[O-])(=O)OCC (monoethyl malonate magnesium salt). Run in O1CCCC1 (tetrahydrofuran). Reaction conditions: time 30 minute. Product: FC1=CC=CC(=N1)C(CC(=O)OCC)=O (ethyl 3-(6-fluoro-2-pyridyl)-3-oxopropionate). Yield: 163.2%. As a reaction SMILES: [F:1][C:2]1[N:7]=[C:6]([C:8]([OH:10])=O)[CH:5]=[CH:4][CH:3]=1.C(N1C=CN=C1)(N1C=CN=C1)=O.[Mg+].[C:24]([O:30][CH2:31][CH3:32])(=[O:29])[CH2:25]C([O-])=O.Cl>O1CCCC1>[F:1][C:2]1[N:7]=[C:6]([C:8](=[O:10])[CH2:25][C:24]([O:30][CH2:31][CH3:32])=[O:29])[CH:5]=[CH:4][CH:3]=1 |f:2.3|. Procedure: To a solution of 6-fluoro-2-pyridinecarboxylic acid (15.0 g, 106.3 mmol) in tetrahydrofuran (200 ml) was added 1,1′-carbonylbis-1H-imidazole (19.0 g, 116.9 mmol), and the mixture was heated under reflux for 30 min. The reaction solution was cooled and monoethyl malonate magnesium salt (16.8 g, 58.5 mmol) was added. The mixture was stirred at room temperature for 30 min. 1N Hydrochloric acid (200 ml) was added to the reaction solution and the mixture was extracted with ethyl acetate (200 ml×2). T... Reactants: C(#N)C1=CC=C2C=3C(C4=C(C(C3NC2=C1)(C)C)C=C(C=C4)OS(=O)(=O)C(F)(F)F)=O (Trifluoro-methanesulfonic acid 3-cyano-6,6-dimethyl-11-oxo-6,11-dihydro-5H-benzo[b]carbazol-8-yl ester), C1(CCCC1)N1CC(NCC1)=O (4-cyclopentylpiperazin-2-one). Yields the product C1(CCCC1)N1CC(N(CC1)C=1C=CC2=C(C(C=3NC4=CC(=CC=C4C3C2=O)C#N)(C)C)C1)=O (8-(4-Cyclopentyl-2-oxo-piperazin-1-yl)-6,6-dimethyl-11-oxo-6,11-dihydro-5H-benzo[b]carbazole-3-carbonitrile). As a reaction SMILES: [C:1]([C:3]1[CH:15]=[C:14]2[C:6]([C:7]3[C:8](=[O:30])[C:9]4[CH:21]=[CH:20][C:19](OS(C(F)(F)F)(=O)=O)=[CH:18][C:10]=4[C:11]([CH3:17])([CH3:16])[C:12]=3[NH:13]2)=[CH:5][CH:4]=1)#[N:2].[CH:31]1([N:36]2[CH2:41][CH2:40][NH:39][C:38](=[O:42])[CH2:37]2)[CH2:35][CH2:34][CH2:33][CH2:32]1>>[CH:31]1([N:36]2[CH2:41][CH2:40][N:39]([C:19]3[CH:20]=[CH:21][C:9]4[C:8](=[O:30])[C:7]5[C:6]6[C:14](=[CH:15][C:3]([C:1]#[N:2])=[CH:4][CH:5]=6)[NH:13][C:12]=5[C:11]([CH3:16])([CH3:17])[C:10]=4[CH:18]=3)[C:38](=[O:42])[CH2:37]2)[CH2:35][CH2:34][CH2:33][CH2:32]1. Procedure details: Under the same conditions as the method for synthesizing Compound B2-10, the title compound was prepared from Compound B1 and 4-cyclopentylpiperazin-2-one. Starting materials: C1CN(C23CC4CC(CC(C4)C2)C3)CCN1, CSC(=N)N, O=CN1CCNCC1, I. The product is N=C(N)N1CCN(C23CC4CC(CC(C4)C2)C3)CC1, I. Reaction SMILES: [C:9]12([N:19]3[CH2:20][CH2:21][NH:22][CH2:23][CH2:24]3)[CH2:10][CH:11]3[CH2:12][CH:13]([CH2:14][CH:15]([CH2:16]1)[CH2:17]3)[CH2:18]2.[CH3:26][S:27][C:28]([NH2:29])=[NH:30].[CH:1]([N:2]1[CH2:3][CH2:4][NH:5][CH2:6][CH2:7]1)=[O:8].[IH:25]>>[C:9]12([N:19]3[CH2:20][CH2:21][N:22]([C:28](=[NH:29])[NH2:30])[CH2:23][CH2:24]3)[CH2:10][CH:11]3[CH2:12][CH:13]([CH2:14][CH:15]([CH2:16]1)[CH2:17]3)[CH2:18]2.[IH:25]. Starting materials: CCOC(=O)C(=NOCCBr)c1csc(NC(c2ccccc2)(c2ccccc2)c2ccccc2)n1, CN(C)C=O, [N-]=[N+]=[N-], [Na+]. Yields the product CCOC(=O)C(=NOCCN=[N+]=[N-])c1csc(NC(c2ccccc2)(c2ccccc2)c2ccccc2)n1. As a reaction SMILES: [Br:1][CH2:2][CH2:3][O:4][N:5]=[C:6]([C:7](=[O:8])[O:9][CH2:10][CH3:11])[c:12]1[n:13][c:14]([NH:17][C:18]([c:19]2[cH:20][cH:21][cH:22][cH:23][cH:24]2)([c:25]2[cH:26][cH:27][cH:28][cH:29][cH:30]2)[c:31]2[cH:32][cH:33][cH:34][cH:35][cH:36]2)[s:15][cH:16]1.[CH3:41][N:42]([CH3:43])[CH:44]=[O:45].[N-:38]=[N+:39]=[N-:40].[Na+:37]>>[CH2:2]([CH2:3][O:4][N:5]=[C:6]([C:7](=[O:8])[O:9][CH2:10][CH3:11])[c:12]1[n:13][c:14]([NH:17][C:18]([c:19]2[cH:20][cH:21][cH:22][cH:23][cH:24]2)([c:25]2[cH:26][cH:27][cH:28][cH:29][cH:30]2)[c:31]2[cH:32][cH:33][cH:34][cH:35][cH:36]2)[s:15][cH:16]1)[N:38]=[N+:39]=[N-:40]. The reactants are ClCCC1=C(C=CC=C1)S(=O)(=O)NC(C)(C)C (2-(2-Chloroethyl)-N-(1,1-dimethylethyl)benzenesulfonamide), FC(C(=O)O)(F)F (trifluoroacetic acid). The product is ClCCC1=C(C=CC=C1)S(=O)(=O)N (2-(2-Chloroethyl)benzenesulfonamide). Isolated yield 86.6%. As a reaction SMILES: [Cl:1][CH2:2][CH2:3][C:4]1[CH:9]=[CH:8][CH:7]=[CH:6][C:5]=1[S:10]([NH:13]C(C)(C)C)(=[O:12])=[O:11].FC(F)(F)C(O)=O>>[Cl:1][CH2:2][CH2:3][C:4]1[CH:9]=[CH:8][CH:7]=[CH:6][C:5]=1[S:10]([NH2:13])(=[O:11])=[O:12]. Procedure details: The product from Example 14 (15.8 g) was added to 96 ml of trifluoroacetic acid at room temperature. After being stirred for 30 inutes, the reaction mixture yielded white crystals which were collected by filtration, washed well with diethyl ether, and dried to afford 10.9 g of the title compound, m.p. 168°-171° C. The reactants are CC1(C(=O)Cl)CC1, Nc1ccc(Oc2ccc(Cl)cc2)c(C(F)(F)F)c1, C1CCOC1, O. Product: CC1(C(=O)Nc2ccc(Oc3ccc(Cl)cc3)c(C(F)(F)F)c2)CC1. RXN SMILES: [CH3:20][C:21]1([C:24](=[O:25])[Cl:26])[CH2:22][CH2:23]1.[Cl:1][c:2]1[cH:3][cH:4][c:5]([O:6][c:7]2[c:8]([C:14]([F:15])([F:16])[F:17])[cH:9][c:10]([NH2:11])[cH:12][cH:13]2)[cH:18][cH:19]1.[O:28]1[CH2:29][CH2:30][CH2:31][CH2:32]1.[OH2:27]>>[Cl:1][c:2]1[cH:3][cH:4][c:5]([O:6][c:7]2[c:8]([C:14]([F:15])([F:16])[F:17])[cH:9][c:10]([NH:11][C:24]([C:21]3([CH3:20])[CH2:22][CH2:23]3)=[O:25])[cH:12][cH:13]2)[cH:18][cH:19]1.